Dataset: the Open Reaction Database (ORD), a public repository of structured organic reaction records. Task: describe an organic reaction: reactants, conditions, products, and yield The reactants are Cc1cn2c3ccc(Br)cc3c3cc(O)cc(c1=O)c32, O=C([O-])[O-], CS(C)=O, Cl, [K+], [K+], O, ClCc1cccnc1. Yields the product Cc1cn2c3ccc(Br)cc3c3cc(OCc4cccnc4)cc(c1=O)c32. Reaction SMILES: [Br:1][c:2]1[cH:3][cH:4][c:5]2[n:6]3[c:7]4[c:8]([cH:9][c:10]([OH:15])[cH:11][c:12]4[c:13]2[cH:14]1)[c:16](=[O:20])[c:17]([CH3:19])[cH:18]3.[C:21](=[O:22])([O-:23])[O-:24].[CH3:37][S:38](=[O:39])[CH3:40].[ClH:27].[K+:25].[K+:26].[OH2:36].[cH:28]1[c:29]([CH2:34][Cl:35])[cH:30][cH:31][cH:32][n:33]1>>[Br:1][c:2]1[cH:3][cH:4][c:5]2[n:6]3[c:7]4[c:8]([cH:9][c:10]([O:15][CH2:34][c:29]5[cH:28][n:33][cH:32][cH:31][cH:30]5)[cH:11][c:12]4[c:13]2[cH:14]1)[c:16](=[O:20])[c:17]([CH3:19])[cH:18]3. Reactants: C(C)(C)(C)OC(=O)N1CCC=2C(=C(N3N=CC=C3N2)Cl)CC1 (10-chloro-5,6,8,9-tetrahydro-1,4,7,10a-tetraaza-cyclohepta[f]indene-7-carboxylic acid tert-butyl ester), N1CC(C1)CN1N=CC=C1 (1-azetidin-3-ylmethyl-1H-pyrazole), amine. Product: N1(N=CC=C1)CC1CN(C1)C=1N2N=CC=C2N=C2C1CCNCC2 (10-(3-Pyrazol-1-ylmethyl-azetidin-1-yl)-6,7,8,9-tetrahydro-5H-1,4,7,10a-tetraaza-cyclohepta[f]indene). Reaction SMILES: C(OC([N:8]1[CH2:22][CH2:21][C:12]2=[C:13](Cl)[N:14]3[C:18]([N:19]=[C:11]2[CH2:10][CH2:9]1)=[CH:17][CH:16]=[N:15]3)=O)(C)(C)C.[NH:23]1[CH2:26][CH:25]([CH2:27][N:28]2[CH:32]=[CH:31][CH:30]=[N:29]2)[CH2:24]1>>[N:28]1([CH2:27][CH:25]2[CH2:26][N:23]([C:13]3[N:14]4[C:18]([N:19]=[C:11]5[CH2:10][CH2:9][NH:8][CH2:22][CH2:21][C:12]=35)=[CH:17][CH:16]=[N:15]4)[CH2:24]2)[CH:32]=[CH:31][CH:30]=[N:29]1. Procedure details: The product was prepared using 10-chloro-5,6,8,9-tetrahydro-1,4,7,10a-tetraaza-cyclohepta[f]indene-7-carboxylic acid tert-butyl ester in route 1 (step e and f), in step e (route 1) 1-azetidin-3-ylmethyl-1H-pyrazole was used as the amine.